The task is: describe an organic reaction: reactants, conditions, products, and yield. This data is from the Open Reaction Database (ORD), a public repository of structured organic reaction records. Product: CCOC(=O)Cc1cccc(C#N)c1. Starting materials: CCOC(=O)Cc1cccc(Br)c1, CN1CCCC1=O, CCOC(C)=O, N#C[Cu]C#N. RXN SMILES: [CH2:1]([CH3:2])[O:3][C:4]([CH2:5][c:6]1[cH:7][c:8]([Br:12])[cH:9][cH:10][cH:11]1)=[O:13].[CH3:19][N:20]1[CH2:21][CH2:22][CH2:23][C:24]1=[O:25].[CH3:26][CH2:27][O:28][C:29]([CH3:30])=[O:31].[Cu:14]([C:15]#[N:16])[C:17]#[N:18]>>[CH2:1]([CH3:2])[O:3][C:4]([CH2:5][c:6]1[cH:7][c:8]([C:15]#[N:16])[cH:9][cH:10][cH:11]1)=[O:13]. As a reaction SMILES: CO[C:3]([CH:5]1[CH:19]=[C:18]2[C@@H:8]([CH2:9][C:10]3[C:20]4[C:13](=[CH:14][CH:15]=[CH:16][C:17]2=4)[NH:12][CH:11]=3)[N:7]([C:21]#[N:22])[CH2:6]1)=[O:4].[NH2:23][NH2:24].[Cl-].[Na+].C(Cl)Cl>C(Cl)(Cl)Cl>[C:21]([N:7]1[C@H:8]2[C:18]([C:17]3[CH:16]=[CH:15][CH:14]=[C:13]4[C:20]=3[C:10]([CH2:9]2)=[CH:11][NH:12]4)=[CH:19][CH:5]([C:3]([NH:23][NH2:24])=[O:4])[CH2:6]1)#[N:22] |f:2.3|. Yields the product C(#N)N1CC(C=C2C=3C=CC=C4NC=C(C[C@@H]12)C34)C(=O)NN (6-cyano-9,10-didehydroergolinecarboxylic acid hydrazide). Reported procedure: 950 mg of 6-cyano-9,10-didehydroergolinecarboxylic acid methyl ester (3.2 mmol) is dissolved in 100 ml of chloroform and 18 ml of anhydrous hydrazine and stirred for one hour in an ice bath and for 3 hours at room temperature. The mixture is distributed between saturated sodium chloride solution and methylene chloride; the organic phase is washed with water, dried with magnesium sulfate, and evaporated (crude product 739 mg). The product is chromatographed on silica gel with methylene chloride, ... Starting materials: C(Cl)Cl (methylene chloride), COC(=O)C1CN([C@@H]2CC3=CNC4=CC=CC(C2=C1)=C34)C#N (6-cyano-9,10-didehydroergolinecarboxylic acid methyl ester), [Cl-].[Na+] (sodium chloride), NN (hydrazine). Solvent: C(Cl)(Cl)Cl (chloroform). Reactants: Nc1n[nH]c2ccc(OCc3ccccc3)cc12, CN1CCN(c2ccc(C(=O)Cl)c(N(C(=O)C(F)(F)F)C3CCOCC3)c2)CC1, c1ccncc1. Yields the product CN1CCN(c2ccc(C(=O)Nc3n[nH]c4ccc(OCc5ccccc5)cc34)c(N(C(=O)C(F)(F)F)C3CCOCC3)c2)CC1. Reaction SMILES: [CH2:30]([c:31]1[cH:32][cH:33][cH:34][cH:35][cH:36]1)[O:37][c:38]1[cH:39][c:40]2[c:41]([NH2:47])[n:42][nH:43][c:44]2[cH:45][cH:46]1.[CH3:1][N:2]1[CH2:3][CH2:4][N:5]([c:8]2[cH:9][c:10]([N:17]([C:18]([C:19]([F:20])([F:21])[F:22])=[O:23])[CH:24]3[CH2:25][CH2:26][O:27][CH2:28][CH2:29]3)[c:11]([C:12](=[O:13])[Cl:14])[cH:15][cH:16]2)[CH2:6][CH2:7]1.[cH:48]1[cH:49][cH:50][n:51][cH:52][cH:53]1>>[CH3:1][N:2]1[CH2:3][CH2:4][N:5]([c:8]2[cH:9][c:10]([N:17]([C:18]([C:19]([F:20])([F:21])[F:22])=[O:23])[CH:24]3[CH2:25][CH2:26][O:27][CH2:28][CH2:29]3)[c:11]([C:12](=[O:13])[NH:47][c:41]3[c:40]4[cH:39][c:38]([O:37][CH2:30][c:31]5[cH:32][cH:33][cH:34][cH:35][cH:36]5)[cH:46][cH:45][c:44]4[nH:43][n:42]3)[cH:15][cH:16]2)[CH2:6][CH2:7]1. The reactants are FC1=CC2=C(C(=NO2)C2CCN(CC2)CCN2C(N(CC2)C2=CC=CC=C2)=O)C=C1 (1-{2-[4-(6-Fluoro-1,2-benzisoxazol-3-yl)piperid-1-yl]ethyl}-3-phenylimidazolidin-2-one), OC1=CC=C(C=C1)N=C=O (4-hydroxyphenyl isocyanate). Product: FC1=CC2=C(C(=NO2)C2CCN(CC2)CCN2C(N(CC2)C2=CC=C(C=C2)O)=O)C=C1 (1-{2-[4-(6-Fluoro-1,2-benzisoxazol-3-yl)piperid-1-yl]ethyl}-3-(4-hydroxyphenyl)imidazolidin-2-one). As a reaction SMILES: [F:1][C:2]1[CH:30]=[CH:29][C:5]2[C:6]([CH:9]3[CH2:14][CH2:13][N:12]([CH2:15][CH2:16][N:17]4[CH2:21][CH2:20][N:19]([C:22]5[CH:27]=[CH:26][CH:25]=[CH:24][CH:23]=5)[C:18]4=[O:28])[CH2:11][CH2:10]3)=[N:7][O:8][C:4]=2[CH:3]=1.[OH:31]C1C=CC(N=C=O)=CC=1>>[F:1][C:2]1[CH:30]=[CH:29][C:5]2[C:6]([CH:9]3[CH2:14][CH2:13][N:12]([CH2:15][CH2:16][N:17]4[CH2:21][CH2:20][N:19]([C:22]5[CH:27]=[CH:26][C:25]([OH:31])=[CH:24][CH:23]=5)[C:18]4=[O:28])[CH2:11][CH2:10]3)=[N:7][O:8][C:4]=2[CH:3]=1. Procedure: This product is obtained in the same manner as the compound of Example 5, but with replacement of the phenyl isocyanate by 4-hydroxyphenyl isocyanate in Step 1 of the synthesis. The expected product melts at 190°-194° C. The reactants are FC1=C(C=CC=C1)C1=CC=C(C=C1)C(C)S(=O)CC(=O)O ([1-(2'-fluoro-4-biphenylyl)-ethylsulfinyl]-acetic acid), C([O-])([O-])=O.[K+].[K+] (potassium carbonate), C(CCC)Br (n-butyl bromide). Solvent: CS(=O)C (dimethyl sulfoxide), O (water). The product is C(CCC)OC(CS(=O)C(C)C1=CC=C(C=C1)C1=C(C=CC=C1)F)=O ([1-(2'-Fluoro-4-biphenylyl)-ethylsulfinyl]-acetic acid-n-butyl ester). As a reaction SMILES: [F:1][C:2]1[CH:7]=[CH:6][CH:5]=[CH:4][C:3]=1[C:8]1[CH:13]=[CH:12][C:11]([CH:14]([S:16]([CH2:18][C:19]([OH:21])=[O:20])=[O:17])[CH3:15])=[CH:10][CH:9]=1.C(=O)([O-])[O-].[K+].[K+].[CH2:28](Br)[CH2:29][CH2:30][CH3:31]>CS(C)=O.O>[CH2:28]([O:20][C:19](=[O:21])[CH2:18][S:16]([CH:14]([C:11]1[CH:12]=[CH:13][C:8]([C:3]2[CH:4]=[CH:5][CH:6]=[CH:7][C:2]=2[F:1])=[CH:9][CH:10]=1)[CH3:15])=[O:17])[CH2:29][CH2:30][CH3:31] |f:1.2.3|. Procedure details: 1.5 gm (5 millimols) of [1-(2'-fluoro-4-biphenylyl)-ethylsulfinyl]-acetic acid, m.p. 164°-165° C., were stirred with 1.05 gm of potassium carbonate and 0.9 ml of n-butyl bromide in 15 ml of dimethyl sulfoxide for 60 hours. The mixture was subsequently diluted with water, and the reaction product was extracted with toluene. After washing, drying and evaporating the extract, the residue (1.7 gm) was recrystallized from cyclohexane. Yield: 1.2 gm (67% of theory); m.p.: 72°-74° C. The reactants are S(O)(O)(=O)=O (sulphuric acid), C(C)(C)(C)[Si](OCC1=CC=C(C=C1)C=CC1=CC(=CC=C1)CCCCCC(C)(OC1OCCCC1)C)(C)C (tert-butyldimethyl-[4-(2-{3-[6-methyl-6-(tetrahydropyran-2-yloxy)heptyl]phenyl}vinyl)benzyloxy]silane). Solvent: O (water), C1CCOC1 (THF). Product: OCC1=CC=C(C=C1)C=CC=1C=C(C=CC1)CCCCCC(C)(O)C (7-{3-[2-(4-Hydroxymethylphenyl)vinyl]phenyl}-2-methylheptan-2-ol). Reaction SMILES: S(=O)(=O)(O)O.C([Si](C)(C)[O:11][CH2:12][C:13]1[CH:18]=[CH:17][C:16]([CH:19]=[CH:20][C:21]2[CH:26]=[CH:25][CH:24]=[C:23]([CH2:27][CH2:28][CH2:29][CH2:30][CH2:31][C:32]([CH3:41])([O:34]C3CCCCO3)[CH3:33])[CH:22]=2)=[CH:15][CH:14]=1)(C)(C)C>C1COCC1.O>[OH:11][CH2:12][C:13]1[CH:14]=[CH:15][C:16]([CH:19]=[CH:20][C:21]2[CH:22]=[C:23]([CH2:27][CH2:28][CH2:29][CH2:30][CH2:31][C:32]([CH3:41])([OH:34])[CH3:33])[CH:24]=[CH:25][CH:26]=2)=[CH:17][CH:18]=1. Reported procedure: In a manner similar to Example 25(d), by reacting 0.2 ml of concentrated sulphuric acid with 1 g (1.86 mmol) of tert-butyldimethyl-[4-(2-{3-[6-methyl-6-(tetrahydropyran-2-yloxy)heptyl]phenyl}vinyl)benzyloxy]silane in 20 ml of THF and 10 ml of water, after purification on a silica column (ethyl acetate 50-heptane 50), white crystals (m=350 mg; Y=56%) are obtained. m.p.=105-7° C. Starting materials: CCc1c(C(=O)O)c(=O)c2cc(F)c(-c3ccc4ncccc4c3)c(F)c2n1CC, Cl. The product is CCn1cc(C(=O)O)c(=O)c2cc(F)c(-c3ccc4ncccc4c3)c(F)c21. Reaction SMILES: [CH2:1]([CH3:2])[c:3]1[n:4]([CH2:29][CH3:30])[c:5]2[c:6]([F:28])[c:7](-[c:18]3[cH:19][c:20]4[cH:21][cH:22][cH:23][n:24][c:25]4[cH:26][cH:27]3)[c:8]([F:17])[cH:9][c:10]2[c:11](=[O:16])[c:12]1[C:13](=[O:14])[OH:15].[ClH:31]>>[cH:3]1[n:4]([CH2:29][CH3:30])[c:5]2[c:6]([F:28])[c:7](-[c:18]3[cH:19][c:20]4[cH:21][cH:22][cH:23][n:24][c:25]4[cH:26][cH:27]3)[c:8]([F:17])[cH:9][c:10]2[c:11](=[O:16])[c:12]1[C:13](=[O:14])[OH:15].